From a dataset of the Open Reaction Database (ORD), a public repository of structured organic reaction records. describe an organic reaction: reactants, conditions, products, and yield Starting materials: COc1cccc(C2(O)CCCNC2)c1, O=C(Cl)c1cccs1. Product: COc1cccc(C2(O)CCCN(C(=O)c3cccs3)C2)c1. Reaction SMILES: [CH3:9][O:10][c:11]1[cH:12][c:13]([C:17]2([OH:23])[CH2:18][NH:19][CH2:20][CH2:21][CH2:22]2)[cH:14][cH:15][cH:16]1.[s:1]1[c:2]([C:6](=[O:7])[Cl:8])[cH:3][cH:4][cH:5]1>>[s:1]1[c:2]([C:6](=[O:7])[N:19]2[CH2:18][C:17]([c:13]3[cH:12][c:11]([O:10][CH3:9])[cH:16][cH:15][cH:14]3)([OH:23])[CH2:22][CH2:21][CH2:20]2)[cH:3][cH:4][cH:5]1. The reactants are C(C)(=O)OC1=CC=C(C(=O)O)C=C1 (4-acetoxybenzoic acid), S(=O)(Cl)Cl (thionyl chloride). Product: C(C)(=O)OC1=CC=C(C=C1)C(=O)OCCCCCCC (4-acetoxy-1-heptyloxycarbonylbenzene). Reaction SMILES: [C:1]([O:4][C:5]1[CH:13]=[CH:12][C:8]([C:9]([OH:11])=[O:10])=[CH:7][CH:6]=1)(=[O:3])[CH3:2].S(Cl)(Cl)=O>>[C:1]([O:4][C:5]1[CH:13]=[CH:12][C:8]([C:9]([O:11][CH2:12][CH2:13][CH2:5][CH2:6][CH2:7][CH2:8][CH3:9])=[O:10])=[CH:7][CH:6]=1)(=[O:3])[CH3:2]. Procedure: 3.5 Grams of 4-acetoxybenzoic acid was added to 25 ml of thionyl chloride, and the mixture was allowed to react under reflux for 10 hours. Then, excessive thionyl chloride was distilled off, 10 ml of pyridine and 50 ml of toluene were then added, and 1.5 g of n-heptanol was dropwise added. After the addition, the mixture was refluxed under heat for 4 hours, and then the reaction mixture was allowed to cool and diluted with 500 ml of dichloromethane. An organic layer was consecutively washed with... Starting materials: COC=1C=C2C(=NC=NC2=CC1OC)OC=1C=C(N)C=CC1 (3-(6,7-dimethoxyquinazolin-4-yloxy)aniline), FC(C)(F)C1=NN(C(=C1)NC(OC1=CC=CC=C1)=O)C1=CC=CC=C1 (phenyl 3-(1,1-difluoroethyl)-1-phenyl-1H-pyrazol-5-ylcarbamate). The reagents and catalysts are CN(C)C=1C=CN=CC1 (DMAP). Solvent: C1CCOC1 (THF). The product is FC(C)(F)C1=NN(C(=C1)NC(=O)NC1=CC(=CC=C1)OC1=NC=NC2=CC(=C(C=C12)OC)OC)C1=CC=CC=C1 (1-(3-(1,1-difluoroethyl)-1-phenyl-1H-pyrazol-5-yl)-3-(3-(6,7-dimethoxyquinazolin-4-yloxy)phenyl)urea). Yield: 62.2%. RXN SMILES: [CH3:1][O:2][C:3]1[CH:4]=[C:5]2[C:10](=[CH:11][C:12]=1[O:13][CH3:14])[N:9]=[CH:8][N:7]=[C:6]2[O:15][C:16]1[CH:17]=[C:18]([CH:20]=[CH:21][CH:22]=1)[NH2:19].[F:23][C:24]([C:27]1[CH:31]=[C:30]([NH:32][C:33](=O)[O:34]C2C=CC=CC=2)[N:29]([C:42]2[CH:47]=[CH:46][CH:45]=[CH:44][CH:43]=2)[N:28]=1)([F:26])[CH3:25]>C1COCC1.CN(C1C=CN=CC=1)C>[F:23][C:24]([C:27]1[CH:31]=[C:30]([NH:32][C:33]([NH:19][C:18]2[CH:20]=[CH:21][CH:22]=[C:16]([O:15][C:6]3[C:5]4[C:10](=[CH:11][C:12]([O:13][CH3:14])=[C:3]([O:2][CH3:1])[CH:4]=4)[N:9]=[CH:8][N:7]=3)[CH:17]=2)=[O:34])[N:29]([C:42]2[CH:47]=[CH:46][CH:45]=[CH:44][CH:43]=2)[N:28]=1)([F:26])[CH3:25]. Procedure details: Using the procedure described in Example 306B, to a solution of 3-(6,7-dimethoxyquinazolin-4-yloxy)aniline (89 mg, 0.3 mmol), prepared as described in Example 113A, in THF (3.3 ml) was added DMAP (20 mg, 0.16 mmol) and phenyl 3-(1,1-difluoroethyl)-1-phenyl-1H-pyrazol-5-ylcarbamate (103 mg, 0.3 mmol), described in in the previous step. The crude was purified by silica gel chromatography (DCM/MeOH 0-15%) and triturated in diethyl ether to afford 1-(3-(1,1-difluoroethyl)-1-phenyl-1H-pyrazol-5-yl)-3... The reactants are CC1([C@H]([C@H]1C(=O)O[C@H](C#N)C=2C=CC=C(C2)OC=3C=CC=CC3)/C=C(/C(F)(F)F)\Cl)C (gamma-cyhalothrin), CC1([C@H]([C@H]1C(=O)O[C@H](C#N)C=2C=CC=C(C2)OC=3C=CC=CC3)/C=C(/C(F)(F)F)\Cl)C (gamma-cyhalothrin), 1R, Cl\C(=C/[C@H]1C([C@H]1C(=O)Cl)(C)C)\C(F)(F)F (cis-Z 3-(2-chloro-3,3,3-trifluoro-1-propenyl)-2,2-dimethyl cyclopropanecarboxylic acid chloride), O(C1=CC=CC=C1)C=1C=C(C=O)C=CC1 (3-phenoxy benzaldehyde). Product: [C-]#N (cyanide), CC1([C@H]([C@H]1C(=O)O[C@H](C#N)C=2C=CC=C(C2)OC=3C=CC=CC3)/C=C(/C(F)(F)F)\Cl)C (gamma-cyhalothrin). Reaction SMILES: [CH3:1][C:2]1([CH3:31])[C@H:4]([C:5]([O:7][C@@H:8]([C:11]2[CH:12]=[CH:13][CH:14]=[C:15]([O:17][C:18]3[CH:19]=[CH:20][CH:21]=[CH:22][CH:23]=3)[CH:16]=2)[C:9]#[N:10])=[O:6])[C@@H:3]1/[CH:24]=[C:25](\[Cl:30])/[C:26]([F:29])([F:28])[F:27].Cl/C(/C(F)(F)F)=C\[C@@H]1[C@H](C(Cl)=O)C1(C)C.O(C1C=C(C=CC=1)C=O)C1C=CC=CC=1>>[C-:9]#[N:10].[CH3:1][C:2]1([CH3:31])[C@H:4]([C:5]([O:7][C@@H:8]([C:11]2[CH:12]=[CH:13][CH:14]=[C:15]([O:17][C:18]3[CH:19]=[CH:20][CH:21]=[CH:22][CH:23]=3)[CH:16]=2)[C:9]#[N:10])=[O:6])[C@@H:3]1/[CH:24]=[C:25](\[Cl:30])/[C:26]([F:27])([F:29])[F:28]. Reported procedure: Surprisingly, the applicants have also found it is possible to make gamma-cyhalothrin in a process wherein steps b) and c) can be combined (in a one-pot process), that is a process for the preparation of gamma-cyhalothrin in which 1R cis-Z 3-(2-chloro-3,3,3-trifluoro-1-propenyl)-2,2-dimethyl cyclopropanecarboxylic acid chloride (III) is reacted with 3-phenoxy benzaldehyde (IV) and a source of cyanide to give gamma-cyhalothrin (I).